This data is from the Open Reaction Database (ORD), a public repository of structured organic reaction records. The task is: describe an organic reaction: reactants, conditions, products, and yield The reactants are OC1=C(SC(=C1)[N+](=O)[O-])C(=O)OC (methyl 3-hydroxy-5-nitro-2-thiophenecarboxylate), ClC1=C(C=CC=C1)[C@H](C)O ((1S)-1-(2-chlorophenyl)ethanol). Yields the product ClC1=C(C=CC=C1)[C@@H](C)OC1=C(SC(=C1)[N+](=O)[O-])C(=O)OC (Methyl 3-{[(1R)-1-(2-chlorophenyl)ethyl]oxy}-5-nitro-2-thiophenecarboxylate). RXN SMILES: [OH:1][C:2]1[CH:6]=[C:5]([N+:7]([O-:9])=[O:8])[S:4][C:3]=1[C:10]([O:12][CH3:13])=[O:11].[Cl:14][C:15]1[CH:20]=[CH:19][CH:18]=[CH:17][C:16]=1[C@@H:21](O)[CH3:22]>>[Cl:14][C:15]1[CH:20]=[CH:19][CH:18]=[CH:17][C:16]=1[C@H:21]([O:1][C:2]1[CH:6]=[C:5]([N+:7]([O-:9])=[O:8])[S:4][C:3]=1[C:10]([O:12][CH3:13])=[O:11])[CH3:22]. Procedure details: Methyl 3-{[(1R)-1-(2-chlorophenyl)ethyl]oxy}-5-nitro-2-thiophenecarboxylate was prepared from methyl 3-hydroxy-5-nitro-2-thiophenecarboxylate and (1S)-1-(2-chlorophenyl)ethanol by a procedure analogous to Intermediate Example 1, Step A. 1H NMR (400 MHz, DMSO-d6): δ 7.96 (s, 1H), 7.65 (dd, 1H, J=1.7, 7.8 Hz), 7.47 (dd, 1H, J=1.5, 7.7 Hz), 7.40 (dt, 1H, J=1.3, 7.5 Hz), 7.34 (dt, 1H, J=1.9, 7.5 Hz), 5.98 (q, 1H, J=6.0 Hz), 3.85 (s, 3H), 1.59 (d, 3H, J=6.2 Hz).